From a dataset of the Open Reaction Database (ORD), a public repository of structured organic reaction records. describe an organic reaction: reactants, conditions, products, and yield The reactants are O (water), [OH-].[Na+] (sodium hydroxide), NC=1SC=C(N1)/C(/C(=O)OCC)=N/OC1CCCCC1 (Ethyl 2-(2-aminothiazol-4-yl)-(Z)-2-(cyclohexyloxyimino)acetate). The solvent is C(C)O (ethanol). Conditions: time 24 hour. The product is NC=1SC=C(N1)/C(/C(=O)O)=N/OC1CCCCC1 (2-(2-Aminothiazol-4-yl)-(Z)-2-(cyclohexyloxyimino)acetic acid). Yield: 69.0%. RXN SMILES: [NH2:1][C:2]1[S:3][CH:4]=[C:5](/[C:7](=[N:13]/[O:14][CH:15]2[CH2:20][CH2:19][CH2:18][CH2:17][CH2:16]2)/[C:8]([O:10]CC)=[O:9])[N:6]=1.O.[OH-].[Na+]>C(O)C>[NH2:1][C:2]1[S:3][CH:4]=[C:5](/[C:7](=[N:13]/[O:14][CH:15]2[CH2:20][CH2:19][CH2:18][CH2:17][CH2:16]2)/[C:8]([OH:10])=[O:9])[N:6]=1 |f:2.3|. Procedure: Ethyl 2-(2-aminothiazol-4-yl)-(Z)-2-(cyclohexyloxyimino)acetate (0.536 g) was dissolved in ethanol (15 ml), and water (5 ml) and aqueous sodium hydroxide (1N, 6.4 ml) added. The mixture was stirred at room temperature for 24 h. Ethanol was removed and the residue diluted with water (25 ml), washed with ethyl acetate, and acidified to pH 2.8. The precipitate was collected by filtration, washed with cold water and dried in vacuo to give the title compound as a cream solid (0.335 g; 69%), νmax (nuj... Reactants: CC(C)=O, O=C(N1CCC(O)C1)C1(c2ccc(Cl)cc2)CC1, O. Product: O=C1CCN(C(=O)C2(c3ccc(Cl)cc3)CC2)C1. As a reaction SMILES: [CH3:19][C:20](=[O:21])[CH3:22].[Cl:1][c:2]1[cH:3][cH:4][c:5]([C:8]2([C:11](=[O:12])[N:13]3[CH2:14][CH:15]([OH:18])[CH2:16][CH2:17]3)[CH2:9][CH2:10]2)[cH:6][cH:7]1.[OH2:23]>>[Cl:1][c:2]1[cH:3][cH:4][c:5]([C:8]2([C:11](=[O:12])[N:13]3[CH2:14][C:15](=[O:18])[CH2:16][CH2:17]3)[CH2:9][CH2:10]2)[cH:6][cH:7]1. Reactants: COC([C@H](CC1=C(C=C(C=C1)O)OC)OCC)=O ((2S)-2-ethoxy-3-(4-hydroxy-2-methoxy-phenyl)-propionic acid methyl ester), O=P(Cl)(Cl)Cl (POCl3), C([O-])([O-])=O.[Cs+].[Cs+] (cesium carbonate), ClCC=1N=C(OC1C)C1=CC(=CC=C1)Cl (4-chloromethyl-2-(3-chloro-phenyl)-5-methyl-oxazole), ClC=1C=C(C=O)C=CC1 (3-chloro-benzaldehyde), [I-].[K+] (potassium iodide). Product: COC([C@H](CC1=C(C=C(C=C1)OCC=1N=C(OC1C)C1=CC(=CC=C1)Cl)OC)OCC)=O ((S)-3-{4-[2-(3-chloro-phenyl)-5-methyl-oxazol-4-ylmethoxy]-2-methoxy-phenyl}-2-ethoxy-propionic acid methyl ester). As a reaction SMILES: [CH3:1][O:2][C:3](=[O:18])[C@@H:4]([O:15][CH2:16][CH3:17])[CH2:5][C:6]1[CH:11]=[CH:10][C:9]([OH:12])=[CH:8][C:7]=1[O:13][CH3:14].Cl[CH2:20][C:21]1[N:22]=[C:23]([C:27]2[CH:32]=[CH:31][CH:30]=[C:29]([Cl:33])[CH:28]=2)[O:24][C:25]=1[CH3:26].ClC1C=C(C=CC=1)C=O.O=P(Cl)(Cl)Cl.C(=O)([O-])[O-].[Cs+].[Cs+].[I-].[K+]>>[CH3:1][O:2][C:3](=[O:18])[C@@H:4]([O:15][CH2:16][CH3:17])[CH2:5][C:6]1[CH:11]=[CH:10][C:9]([O:12][CH2:20][C:21]2[N:22]=[C:23]([C:27]3[CH:32]=[CH:31][CH:30]=[C:29]([Cl:33])[CH:28]=3)[O:24][C:25]=2[CH3:26])=[CH:8][C:7]=1[O:13][CH3:14] |f:4.5.6,7.8|. Reported procedure: In analogy to the procedure described in example 1 f], (2S)-2-ethoxy-3-(4-hydroxy-2-methoxy-phenyl)-propionic acid methyl ester (example 24 c]) was reacted with 4-chloromethyl-2-(3-chloro-phenyl)-5-methyl-oxazole (prepared from 3-chloro-benzaldehyde and diacetyl monoxyme followed by treatment with POCl3 in analogy to the procedures described in examples 5 a] and 2 b]) in the presence of cesium carbonate and potassium iodide to yield (S)-3-{4-[2-(3-chloro-phenyl)-5-methyl-oxazol-4-ylmethoxy]-2-me... The solvent is C(C)O (ethanol). As a reaction SMILES: [NH2:1][C:2]1[N:7]=[C:6]([CH:8]2[CH2:13][CH2:12][CH2:11][N:10](C(OCC3C=CC=CC=3)=O)[CH2:9]2)[CH:5]=[C:4]([NH:24][C:25]2[CH:30]=[CH:29][C:28]([O:31][C:32]3[CH:37]=[CH:36][N:35]=[C:34]4[NH:38][CH:39]=[CH:40][C:33]=34)=[C:27]([F:41])[CH:26]=2)[N:3]=1>C(O)C.[Pd]>[F:41][C:27]1[CH:26]=[C:25]([NH:24][C:4]2[CH:5]=[C:6]([CH:8]3[CH2:13][CH2:12][CH2:11][NH:10][CH2:9]3)[N:7]=[C:2]([NH2:1])[N:3]=2)[CH:30]=[CH:29][C:28]=1[O:31][C:32]1[CH:37]=[CH:36][N:35]=[C:34]2[NH:38][CH:39]=[CH:40][C:33]=12. Procedure details: At room temperature, 1.36 g (2.46 mmol) of benzyl 3-(2-amino-6-{[3-fluoro-4-(1H-pyrrolo[2,3-b]pyridin-4-yloxy)phenyl]amino}pyrimidin-4-yl)piperidine-1-carboxylate (from example LXXIV) and 0.4 g of 10% palladium-on-carbon in ethanol are stirred under an atmosphere of hydrogen for 24 hours. The suspension is filtered off with suction through Celite®, and the filtrate is concentrated. The product is FC=1C=C(C=CC1OC1=C2C(=NC=C1)NC=C2)NC2=NC(=NC(=C2)C2CNCCC2)N (N4-[3-Fluoro-4-(1H-pyrrolo[2,3-b]pyridin-4-yloxy)phenyl]-6-piperidin-3-ylpyrimidine-2,4-diamine). Reactants: NC1=NC(=CC(=N1)C1CN(CCC1)C(=O)OCC1=CC=CC=C1)NC1=CC(=C(C=C1)OC1=C2C(=NC=C1)NC=C2)F (benzyl 3-(2-amino-6-{[3-fluoro-4-(1H-pyrrolo[2,3-b]pyridin-4-yloxy)phenyl]amino}pyrimidin-4-yl)piperidine-1-carboxylate). The reagents and catalysts are [Pd] (palladium-on-carbon).